Dataset: the Open Reaction Database (ORD), a public repository of structured organic reaction records. Task: describe an organic reaction: reactants, conditions, products, and yield The reactants are Cl (hydrochloric acid), C(C)[N+](CC)(CC)CC (tetraethyl ammonium), C1(=CC=C(C=C1)S(=O)(=O)O)C (p-toluenesulfonic acid), [Cl-].C(C)[NH+](CC)CC (triethyl ammonium chloride), C(C)O (ethanol). Solvent: O (water). Product: OC1=CC=C(C=C(Cl)Cl)C=C1 (p-hydroxy-β,β-dichlorostyrene). Yield: 95.2%. As a reaction SMILES: [ClH:1].C([N+](CC)(CC)CC)C.[C:11]1([CH3:21])[CH:16]=[CH:15]C(S(O)(=O)=O)=[CH:13][CH:12]=1.[Cl-:22].C([NH+](CC)CC)C.[CH2:30]([OH:32])[CH3:31]>O>[OH:32][C:30]1[CH:15]=[CH:16][C:11]([CH:12]=[C:13]([Cl:22])[Cl:1])=[CH:21][CH:31]=1 |f:3.4|. Procedure: A 10 ml quantity of concentrated hydrochloric acid, 2.5 g of tetraethyl ammonium salt of p-toluenesulfonic acid and 5.5 g of triethyl ammonium chloride were dissolved in 60 ml of ethanol. The solution was placed in an anode chamber and a cathode chamber separated from each other by a diaphragm. In the cathode chamber was further introduced 10 m mole of p-hydroxyphenyl trichloromethyl carbinol ##STR6## Then constant-current electrolysis was performed with use of lead as a cathode and carbon as an... Starting materials: C(C)(C)(C)OC(NC1=CC=C(C=C1)S(N(CC(C)C)[C@@H](CCCCNC(=O)OC(C)(C)C)CO)(=O)=O)=O ((1S)-{4-[(5-tert-butoxycarbonylamino-1-hydroxymethyl-pentyl)-isobutyl-sulfamoyl]-phenyl}-carbamic acid tert-butyl ester), 2, [H-].[Na+] (NaH), diethyl phosphates, crude product, C1CCOC1 (THF), C(C)OP(=O)(OCC)Cl (diethylchlorophosphate), ice water. Run in C(C)OP(=O)(OCC)OCC (triethylphosphate). Run at time 1 hour. Yields the product C(C)(C)(C)OC(NC1=CC=C(C=C1)S(N(CC(C)C)[C@@H](CCCCNC(=O)OC(C)(C)C)COP(=O)(OCC)OCC)(=O)=O)=O ((1S)-(4-{[5-tert-butoxycarbonylamino-1-(diethoxyphosphoryloxymethyl)-pentyl]-isobutyl-sulfamoyl}-phenyl)-carbamic acid tert-butyl ester). As a reaction SMILES: [C:1]([O:5][C:6](=[O:37])[NH:7][C:8]1[CH:13]=[CH:12][C:11]([S:14](=[O:36])(=[O:35])[N:15]([C@H:20]([CH2:33][OH:34])[CH2:21][CH2:22][CH2:23][CH2:24][NH:25][C:26]([O:28][C:29]([CH3:32])([CH3:31])[CH3:30])=[O:27])[CH2:16][CH:17]([CH3:19])[CH3:18])=[CH:10][CH:9]=1)([CH3:4])([CH3:3])[CH3:2].C1COCC1.[CH2:43]([O:45][P:46](Cl)([O:48][CH2:49][CH3:50])=[O:47])[CH3:44].[H-].[Na+]>C(OP(OCC)(OCC)=O)C>[C:1]([O:5][C:6](=[O:37])[NH:7][C:8]1[CH:9]=[CH:10][C:11]([S:14](=[O:36])(=[O:35])[N:15]([C@H:20]([CH2:33][O:34][P:46]([O:48][CH2:49][CH3:50])([O:45][CH2:43][CH3:44])=[O:47])[CH2:21][CH2:22][CH2:23][CH2:24][NH:25][C:26]([O:28][C:29]([CH3:32])([CH3:31])[CH3:30])=[O:27])[CH2:16][CH:17]([CH3:18])[CH3:19])=[CH:12][CH:13]=1)([CH3:3])([CH3:4])[CH3:2] |f:3.4|. Procedure: 2.00 g (3.7 mmol) (1S)-{4-[(5-tert-butoxycarbonylamino-1-hydroxymethyl-pentyl)-isobutyl-sulfamoyl ]-phenyl}-carbamic acid tert-butyl ester (VII) (example 1, step D) is dissolved in 0.63 mL triethylphosphate and 10 mL THF at 0° C. under inert argon atmosphere. 0.63 mL (4.44 mmol) diethylchlorophosphate is added and then 0.25 g (6.2 mmol), NaH 60% in oil is added in portionwise. The mixture is allowed to warm to room temperature and left to stir for 2 h (LC-MS showed completion after 1 h). To the ... Reactants: crude product, [N+](=O)([O-])C=1C(=NC(=NC1)NC=1C=C(C=CC1C)NC(OC(C)(C)C)=O)SC#N (tert-butyl {3-[(5-nitro-4-thiocyanatopyrimidin-2-yl)amino]-4-methylphenyl}carbamate), CN1C(CCC1)=O (1-methylpyrrolidin-2-one), reduced iron, [Cl-].[Ca+2].[Cl-] (calcium chloride). Run in C(C)O (ethanol). Run at temperature 100 celsius, time 16 hour. The product is NC=1SC=2N=C(N=CC2N1)NC=1C=C(C=CC1C)NC(OC(C)(C)C)=O (tert-butyl {3-[(2-amino[1,3]thiazolo[5,4-d]pyrimidin-5-yl)amino]-4-methylphenyl}carbamate). Yield: 35.0%. Reaction SMILES: [N+:1]([C:4]1[C:5]([S:26][C:27]#[N:28])=[N:6][C:7]([NH:10][C:11]2[CH:12]=[C:13]([NH:18][C:19](=[O:25])[O:20][C:21]([CH3:24])([CH3:23])[CH3:22])[CH:14]=[CH:15][C:16]=2[CH3:17])=[N:8][CH:9]=1)([O-])=O.CN1CCCC1=O.[Cl-].[Ca+2].[Cl-]>C(O)C>[NH2:28][C:27]1[S:26][C:5]2[N:6]=[C:7]([NH:10][C:11]3[CH:12]=[C:13]([NH:18][C:19](=[O:25])[O:20][C:21]([CH3:24])([CH3:23])[CH3:22])[CH:14]=[CH:15][C:16]=3[CH3:17])[N:8]=[CH:9][C:4]=2[N:1]=1 |f:2.3.4|. Procedure details: To a solution of the above-mentioned crude product of tert-butyl {3-[(5-nitro-4-thiocyanatopyrimidin-2-yl)amino]-4-methylphenyl}carbamate in ethanol (120 mL)/1-methylpyrrolidin-2-one (80 mL) were added reduced iron (6.68 g, 120 mmol) and aqueous solution (20 mL) of calcium chloride (13.3 g, 120 mmol), and the mixture was stirred at 100° C. for 16 hr. The insoluble material was filtered off, and the filtrate was concentrated under reduced pressure. To the obtained residue was added water (350 mL)...